This data is from the Open Reaction Database (ORD), a public repository of structured organic reaction records. The task is: describe an organic reaction: reactants, conditions, products, and yield The reactants are O.[OH-].[Li+] (Lithium hydroxide monohydrate), COC(=O)C1=CN(C(C=C1)=O)C1=CC=CC=C1 (methyl-6-oxo-1-phenyl-1,6-dihydropyridine-3-carboxylate), O1CCCC1 (tetrahydrofuran). Run in O (water), O (water). Conditions: time 1 hour. The product is O=C1C=CC(=CN1C1=CC=CC=C1)C(=O)O (6-Oxo-1-phenyl-1,6-dihydropyridine-3-carboxylic acid). Isolated yield 78.7%. Reaction SMILES: O.[OH-].[Li+].C[O:5][C:6]([C:8]1[CH:13]=[CH:12][C:11](=[O:14])[N:10]([C:15]2[CH:20]=[CH:19][CH:18]=[CH:17][CH:16]=2)[CH:9]=1)=[O:7].O1CCCC1>O>[O:14]=[C:11]1[N:10]([C:15]2[CH:16]=[CH:17][CH:18]=[CH:19][CH:20]=2)[CH:9]=[C:8]([C:6]([OH:7])=[O:5])[CH:13]=[CH:12]1 |f:0.1.2|. Reported procedure: Lithium hydroxide monohydrate (0.366 g, 8.73 mmol) was added to a mixture of methyl-6-oxo-1-phenyl-1,6-dihydropyridine-3-carboxylate (1.0 g, 4.37 mmol), tetrahydrofuran (9 mL) and water (6 mL) at 0° C. The mixture was stirred for 1 hour, diluted with water and washed with ethyl acetate. The pH of the aqueous layer was adjusted to 2 using 2 N hydrochloric acid and the precipitate was filtered to give the title compound as a brown solid (0.740 g, 79%). m.p. 256-263° C.; 1H NMR (400 MHz, DMSO-d6) δ... Reactants: O1CCC(CC1)CNC(=O)C=1C(=NC(=NC1)Cl)C(F)(F)F (2-Chloro-4-trifluoromethyl-pyrimidin-5-carboxylic acid (tetrahydropyran-4-ylmethyl)-amide), CSC1=C(N)C=CC=C1C(F)(F)F (2-methylthio-3-(trifluoromethyl)aniline). Solvent: C(C)#N (acetonitrile). Yields the product O1CCC(CC1)CNC(=O)C=1C(=NC(=NC1)NC1=C(C(=CC=C1)C(F)(F)F)SC)C(F)(F)F (2-(2-Methylthio-3-(trifluoromethyl)phenylamino)-4-trifluoromethyl-pyrimidine-5-carboxylic acid (tetrahydropyran-4-ylmethyl)-amide). The yield is 14.4%. Reaction SMILES: [O:1]1[CH2:6][CH2:5][CH:4]([CH2:7][NH:8][C:9]([C:11]2[C:12]([C:18]([F:21])([F:20])[F:19])=[N:13][C:14](Cl)=[N:15][CH:16]=2)=[O:10])[CH2:3][CH2:2]1.[CH3:22][S:23][C:24]1[C:30]([C:31]([F:34])([F:33])[F:32])=[CH:29][CH:28]=[CH:27][C:25]=1[NH2:26]>C(#N)C>[O:1]1[CH2:6][CH2:5][CH:4]([CH2:7][NH:8][C:9]([C:11]2[C:12]([C:18]([F:21])([F:20])[F:19])=[N:13][C:14]([NH:26][C:25]3[CH:27]=[CH:28][CH:29]=[C:30]([C:31]([F:32])([F:33])[F:34])[C:24]=3[S:23][CH3:22])=[N:15][CH:16]=2)=[O:10])[CH2:3][CH2:2]1. Procedure: 2-Chloro-4-trifluoromethyl-pyrimidin-5-carboxylic acid (tetrahydropyran-4-ylmethyl)-amide (50 mg), 2-methylthio-3-(trifluoromethyl)aniline (125 mg, ex Maybridge) and acetonitrile (0.5 ml) were heated at 190° under microwave irradiation for 30 minutes. The solvent was evaporated in vacuo and the residue purified by mass-directed autopreparation technique, to give the title compound (11 mg). The reactants are Cc1cc(NC(=O)OC(C)(C)C)c([N+](=O)[O-])cc1I, OB(O)c1ccccc1. The product is Cc1cc(NC(=O)OC(C)(C)C)c([N+](=O)[O-])cc1-c1ccccc1. RXN SMILES: [C:1]([CH3:2])([CH3:3])([CH3:4])[O:5][C:6]([NH:7][c:8]1[c:9]([N+:16](=[O:17])[O-:18])[cH:10][c:11]([I:15])[c:12]([CH3:14])[cH:13]1)=[O:19].[OH:20][B:21]([OH:22])[c:23]1[cH:24][cH:25][cH:26][cH:27][cH:28]1>>[C:1]([CH3:2])([CH3:3])([CH3:4])[O:5][C:6]([NH:7][c:8]1[c:9]([N+:16](=[O:17])[O-:18])[cH:10][c:11](-[c:23]2[cH:24][cH:25][cH:26][cH:27][cH:28]2)[c:12]([CH3:14])[cH:13]1)=[O:19]. Starting materials: O=C(Nc1cn2nc(C(F)(F)c3nnc4ccc(Br)cn34)ccc2n1)C1CC1, O=C([O-])[O-], C1COCCO1, Cn1cc(B2OC(C)(C)C(C)(C)O2)cn1, ClCCl, [Na+], [Na+]. The product is Cn1cc(-c2ccc3nnc(C(F)(F)c4ccc5nc(NC(=O)C6CC6)cn5n4)n3c2)cn1. RXN SMILES: [Br:1][c:2]1[cH:3][cH:4][c:5]2[n:6]([cH:7]1)[c:8]([C:11]([c:12]1[cH:13][cH:14][c:15]3[n:16]([n:17]1)[cH:18][c:19]([NH:21][C:22](=[O:23])[CH:24]1[CH2:25][CH2:26]1)[n:20]3)([F:27])[F:28])[n:9][n:10]2.[C:47](=[O:48])([O-:49])[O-:50].[CH2:53]1[O:54][CH2:55][CH2:56][O:57][CH2:58]1.[CH3:29][n:30]1[n:31][cH:32][c:33]([B:35]2[O:36][C:37]([CH3:38])([CH3:39])[C:40]([CH3:41])([CH3:42])[O:43]2)[cH:34]1.[Cl:44][CH2:45][Cl:46].[Na+:51].[Na+:52]>>[c:2]1(-[c:33]2[cH:32][n:31][n:30]([CH3:29])[cH:34]2)[cH:3][cH:4][c:5]2[n:6]([cH:7]1)[c:8]([C:11]([c:12]1[cH:13][cH:14][c:15]3[n:16]([n:17]1)[cH:18][c:19]([NH:21][C:22](=[O:23])[CH:24]1[CH2:25][CH2:26]1)[n:20]3)([F:27])[F:28])[n:9][n:10]2. Reaction SMILES: [CH3:46][CH2:47][OH:48].[CH:1]1([CH:7]([c:8]2[o:9][c:10]3[c:11]([c:12]2[CH3:13])[cH:14][c:15]([O:18][CH2:19][c:20]2[n:21][cH:22][cH:23][cH:24][cH:25]2)[cH:16][cH:17]3)[NH:26][c:27]2[cH:28][cH:29][c:30]([C:33](=[O:34])[N:35]([CH2:36][CH2:37][C:38](=[O:39])[O:40][CH2:41][CH3:42])[CH3:43])[cH:31][cH:32]2)[CH2:2][CH2:3][CH2:4][CH2:5][CH2:6]1.[Na+:45].[OH-:44]>>[CH:1]1([CH:7]([c:8]2[o:9][c:10]3[c:11]([c:12]2[CH3:13])[cH:14][c:15]([O:18][CH2:19][c:20]2[n:21][cH:22][cH:23][cH:24][cH:25]2)[cH:16][cH:17]3)[NH:26][c:27]2[cH:28][cH:29][c:30]([C:33](=[O:34])[N:35]([CH2:36][CH2:37][C:38](=[O:39])[OH:40])[CH3:43])[cH:31][cH:32]2)[CH2:2][CH2:3][CH2:4][CH2:5][CH2:6]1. The reactants are CCO, CCOC(=O)CCN(C)C(=O)c1ccc(NC(c2oc3ccc(OCc4ccccn4)cc3c2C)C2CCCCC2)cc1, [Na+], [OH-]. Yields the product Cc1c(C(Nc2ccc(C(=O)N(C)CCC(=O)O)cc2)C2CCCCC2)oc2ccc(OCc3ccccn3)cc12. As a reaction SMILES: [CH2:1]([O:3][C:4]1[C:12]2[C:11](=[O:13])[N:10]([C:14]3[CH:19]=[CH:18][C:17]([CH2:20][C:21]([O:23]CC)=[O:22])=[CH:16][C:15]=3[F:26])[C:9](=[O:27])[C:8]=2[C:7]([O:28][CH2:29][C:30]([F:33])([F:32])[F:31])=[C:6]2[CH:34]=[CH:35][CH:36]=[CH:37][C:5]=12)[CH3:2].C(O)(=O)C.Cl>O>[CH2:1]([O:3][C:4]1[C:12]2[C:11](=[O:13])[N:10]([C:14]3[CH:19]=[CH:18][C:17]([CH2:20][C:21]([OH:23])=[O:22])=[CH:16][C:15]=3[F:26])[C:9](=[O:27])[C:8]=2[C:7]([O:28][CH2:29][C:30]([F:31])([F:33])[F:32])=[C:6]2[CH:34]=[CH:35][CH:36]=[CH:37][C:5]=12)[CH3:2]. Reactants: C(C)OC1=C2C(=C(C=3C(N(C(C13)=O)C1=C(C=C(C=C1)CC(=O)OCC)F)=O)OCC(F)(F)F)C=CC=C2 (Ethyl (4-{4-(ethyloxy)-1,3-dioxo-9-[(2,2,2-trifluoroethyl)oxy]-1,3-dihydro-2H-benzo[f]isoindol-2-yl}-3-fluorophenyl)acetate), C(C)(=O)O (acetic acid), Cl (hydrochloric acid). The solvent is O (water). The product is C(C)OC1=C2C(=C(C=3C(N(C(C13)=O)C1=C(C=C(C=C1)CC(=O)O)F)=O)OCC(F)(F)F)C=CC=C2 ((4-{4-(Ethyloxy)-1,3-dioxo-9-[(2,2,2-trifluoroethyl)oxy]-1,3-dihydro-2H-benzo[f]isoindol-2-yl}-3-fluorophenyl)acetic acid). Procedure: Ethyl (4-{4-(ethyloxy)-1,3-dioxo-9-[(2,2,2-trifluoroethyl)oxy]-1,3-dihydro-2H-benzo[f]isoindol-2-yl}-3-fluorophenyl)acetate (0.119 g, 0.23 mmol) was heated to 100° C. in a 1:1 mixture of acetic acid:2N aqueous hydrochloric acid (10 ml) for 2 hours. On addition of water, the resulting cream solid was collected by filtration and washed with water. This was purified by MDAP to give the title compound as a white solid (0.073 g, 0.15 mmol). LC/MS: Rt=3.38, [MH]+ 492. Yield: 65.2%.